From a dataset of the Open Reaction Database (ORD), a public repository of structured organic reaction records. describe an organic reaction: reactants, conditions, products, and yield The reactants are C(CCC)OC1=NSN=C1S(=O)(=O)C (3-butyloxy-4-methanesulfonyl-1,2,5-thiadiazole), CN1CC(CC1)O (1-methyl-3-pyrrolidinol), C(CCC)[Li] (n-butyllithium). Run in C1CCOC1 (THF), CCCCCC (hexane). Yields the product C(CCC)OC1=NSN=C1OC1CN(CC1)C ((±)-3-Butyloxy-4-(1-methyl-3-pyrrolidinyloxy)-1,2,5-thiadiazole). Reaction SMILES: [CH3:1][N:2]1[CH2:6][CH2:5][CH:4]([OH:7])[CH2:3]1.C([Li])CCC.[CH2:13]([O:17][C:18]1[C:22](S(C)(=O)=O)=[N:21][S:20][N:19]=1)[CH2:14][CH2:15][CH3:16]>C1COCC1.CCCCCC>[CH2:13]([O:17][C:18]1[C:22]([O:7][CH:4]2[CH2:5][CH2:6][N:2]([CH3:1])[CH2:3]2)=[N:21][S:20][N:19]=1)[CH2:14][CH2:15][CH3:16]. Reported procedure: A solution of 1-methyl-3-pyrrolidinol (0.6 g, 0.0059 mol) in THF (20 mL) was treated with 1.6M n-butyllithium in hexane (3.1 mL), 0.005 mol). To the solution was added 3-butyloxy-4-methanesulfonyl-1,2,5-thiadiazole (1.0 g, 0.0042 mol) and the reaction heated to reflux overnight. The solvent was evaporated, the residue acidified with cold 1N HCl, and the mixture extracted with ether. The aqueous fraction was made basic, extracted with EtOAc, and the extracts washed with water. The extracts were d... Starting materials: C(C=C)OC(=O)N1C[C@H](C[C@H]1CC=1N2C(SC1)=CN=C2)SC=2[C@@H]([C@H]1N(C2C(=O)OCC=C)C([C@@H]1[C@@H](C)O)=O)C (allyl(1R,5S,6S)-2-[(3S,5R)-1-allyloxycarbonyl-5-(imidazo[5,1-b]thiazol-3-yl)methylpyrrolidin-3-yl]thio-6-((1R)-1-hydroxyethyl)-1-methylcarbapen-2-em-3-carboxylate), CNC1=CC=CC=C1 (N-methylaniline), O (water), C(C)(=O)OCC (ethyl acetate). The reagents and catalysts are C=1C=CC(=CC1)[P](C=2C=CC=CC2)(C=3C=CC=CC3)[Pd]([P](C=4C=CC=CC4)(C=5C=CC=CC5)C=6C=CC=CC6)([P](C=7C=CC=CC7)(C=8C=CC=CC8)C=9C=CC=CC9)[P](C=1C=CC=CC1)(C=1C=CC=CC1)C=1C=CC=CC1 (Tetrakis(triphenylphosphine)palladium(0)). Run in ClCCl (dichloromethane). Conditions: time 40 minute. The product is O[C@H](C)[C@@H]1[C@@H]2N(C(=C([C@@H]2C)S[C@@H]2CN[C@@H](C2)CC=2N3C(SC2)=CN=C3)C(=O)O)C1=O ((1R,5S,6S)-6-((1R)-1-Hydroxyethyl)-2-[(3S,5R)-5-(imidazo[5,1-b]thiazol-3-yl)methylpyrrolidin-3-yl]thio-1-methylcarbapen-2-em-3-carboxylic acid). Yield: 11.0%. Reaction SMILES: C(OC([N:7]1[C@H:11]([CH2:12][C:13]2[N:14]3[CH:20]=[N:19][CH:18]=[C:15]3[S:16][CH:17]=2)[CH2:10][C@H:9]([S:21][C:22]2[C@H:23]([CH3:39])[C@@H:24]3[C@@H:34]([C@H:35]([OH:37])[CH3:36])[C:33](=[O:38])[N:25]3[C:26]=2[C:27]([O:29]CC=C)=[O:28])[CH2:8]1)=O)C=C.CNC1C=CC=CC=1.O.C(OCC)(=O)C>ClCCl.C1C=CC([P]([Pd]([P](C2C=CC=CC=2)(C2C=CC=CC=2)C2C=CC=CC=2)([P](C2C=CC=CC=2)(C2C=CC=CC=2)C2C=CC=CC=2)[P](C2C=CC=CC=2)(C2C=CC=CC=2)C2C=CC=CC=2)(C2C=CC=CC=2)C2C=CC=CC=2)=CC=1>[OH:37][C@@H:35]([C@H:34]1[C:33](=[O:38])[N:25]2[C:26]([C:27]([OH:29])=[O:28])=[C:22]([S:21][C@H:9]3[CH2:10][C@@H:11]([CH2:12][C:13]4[N:14]5[CH:20]=[N:19][CH:18]=[C:15]5[S:16][CH:17]=4)[NH:7][CH2:8]3)[C@H:23]([CH3:39])[C@H:24]12)[CH3:36] |^1:61,63,82,101|. Reported procedure: Tetrakis(triphenylphosphine)palladium(0) (14.3 mg) is added to a solution of 71 mg of allyl(1R,5S,6S)-2-[(3S,5R)-1-allyloxycarbonyl-5-(imidazo[5,1-b]thiazol-3-yl)methylpyrrolidin-3-yl]thio-6-((1R)-1-hydroxyethyl)-1-methylcarbapen-2-em-3-carboxylate and 0.08 ml of N-methylaniline in 1.0 ml of dry dichloromethane, and the mixture is stirred in an argon atmosphere at room temperature for 40 min. Distilled water (3 ml) and 5 ml of ethyl acetate are added thereto to remove insolubles, followed by was... Starting materials: teflon, CC1=CC(=NC=C1)NC1=NC(=CC=C1)C1=CN=CO1 ((4-methyl-pyridin-2-yl)-(6-oxazol-5-yl-pyridin-2-yl)-amine), BrC#CC1=CC=CC=C1 (bromoethynylbenzene), C1=CC=C(C=C1)P(C2=CC=CC=C2)C3=CC=CC=C3P(C4=CC=CC=C4)C5=CC=CC=C5 (dppbz), O([Li])C(C)(C)C (LiOtBu), BrC#CC1=CC=CC=C1 (bromoethynylbenzene), C1=CC=C(C=C1)P(C2=CC=CC=C2)C3=CC=CC=C3P(C4=CC=CC=C4)C5=CC=CC=C5 (dppbz). Reagents/catalysts: C1/C=C\CC/C=C\C1.C1/C=C\CC/C=C\C1.[Ni] (Ni(cod)2). The solvent is O (water), O1CCOCC1 (dioxane), O1CCOCC1 (dioxane). Run at temperature 100 celsius, time 36 hour. Product: CC1=CC(=NC=C1)NC1=NC(=CC=C1)C1=CN=C(O1)C#CC1=CC=CC=C1 ((4-Methyl-pyridin-2-yl)-[6-(2-phenylethynyl-oxazol-5-yl)-pyridin-2-yl]-amine). Isolated yield 12.5%. As a reaction SMILES: [CH3:1][C:2]1[CH:7]=[CH:6][N:5]=[C:4]([NH:8][C:9]2[CH:14]=[CH:13][CH:12]=[C:11]([C:15]3[O:19][CH:18]=[N:17][CH:16]=3)[N:10]=2)[CH:3]=1.Br[C:21]#[C:22][C:23]1[CH:28]=[CH:27][CH:26]=[CH:25][CH:24]=1.C1C=CC(P(C2C(P(C3C=CC=CC=3)C3C=CC=CC=3)=CC=CC=2)C2C=CC=CC=2)=CC=1.O(C(C)(C)C)[Li]>O1CCOCC1.C1CC=CCCC=C1.C1CC=CCCC=C1.[Ni].O>[CH3:1][C:2]1[CH:7]=[CH:6][N:5]=[C:4]([NH:8][C:9]2[CH:14]=[CH:13][CH:12]=[C:11]([C:15]3[O:19][C:18]([C:21]#[C:22][C:23]4[CH:28]=[CH:27][CH:26]=[CH:25][CH:24]=4)=[N:17][CH:16]=3)[N:10]=2)[CH:3]=1 |f:5.6.7|. Reported procedure: A sealed tube with a teflon screw cap was charged with a mixture of (4-methyl-pyridin-2-yl)-(6-oxazol-5-yl-pyridin-2-yl)-amine (200 mg, 0.793 mmol), bromoethynylbenzene (172 mg, 0.951 mmol) Ni(cod)2 (11 mg, 0.040 mmol), dppbz (18 mg, 0.040 mmol) and LiOtBu (127 mg, 1.59 mmol) in dry dioxane (5 ml) and heated to 100° C. for 2 h. Further bromoethynylbenzene (172 mg), Ni(cod)2 (11 mg), dppbz (18 mg) LiOtBu (127 mg, 1.59 mmol) and dry dioxane (2 ml) were added and heating continued for 36 h. The coo... Reactants: C(C1=CC=CC=C1)OC=1C=C(C(=O)O)C=C(C1C1=CC=CC=C1)[N+](=O)[O-] (3-benzyloxy-5-nitro-4-phenylbenzoic acid), C(CCC)SC=1C=C(C(=O)O)C=C(C1C1=CC=CC=C1)[N+](=O)[O-] (3-n-butylthio-5-nitro-4-phenylbenzoic acid). Product: NC=1C(=C(C=C(C(=O)O)C1)SCCCC)C1=CC=CC=C1 (5-amino-3-n-butylthio-4-phenylbenzoic acid). As a reaction SMILES: C(OC1C=C(C=C([N+]([O-])=O)C=1C1C=CC=CC=1)C(O)=O)C1C=CC=CC=1.[CH2:27]([S:31][C:32]1[CH:33]=[C:34]([CH:38]=[C:39]([N+:47]([O-])=O)[C:40]=1[C:41]1[CH:46]=[CH:45][CH:44]=[CH:43][CH:42]=1)[C:35]([OH:37])=[O:36])[CH2:28][CH2:29][CH3:30]>>[NH2:47][C:39]1[C:40]([C:41]2[CH:42]=[CH:43][CH:44]=[CH:45][CH:46]=2)=[C:32]([S:31][CH2:27][CH2:28][CH2:29][CH3:30])[CH:33]=[C:34]([CH:38]=1)[C:35]([OH:37])=[O:36]. Reported procedure: By replacing in Example 2, step D, 3-benzyloxy-5-nitro-4-phenylbenzoic acid with 3-n-butylthio-5-nitro-4-phenylbenzoic acid, and following the procedure described, 5-amino-3-n-butylthio-4-phenylbenzoic acid is obtained with a melting point of 143°-144° C. The reactants are B([O-])([O-])[O-].B([O-])([O-])[O-].B([O-])([O-])[O-].B([O-])([O-])[O-].B([O-])([O-])[O-].[NH4+].[NH4+].[NH4+].[NH4+].[NH4+].[NH4+].[NH4+].[NH4+].[NH4+].[NH4+].[NH4+].[NH4+].[NH4+].[NH4+].[NH4+] (ammoniumpentaborate), B1(OB2OB(OB(O1)O2)[O-])[O-].O.O.O.O.O.[Na+].[Na+] (borax pentahydrate), [Cl-].[Ba+2].[Cl-] (bariumchloride). Solvent: O (water). Product: B([O-])([O-])[O-].B([O-])([O-])[O-].B([O-])([O-])[O-].B([O-])([O-])[O-].[Ba+2].[Ba+2].[Ba+2].[Ba+2].[Ba+2].[Ba+2] (bariumtetraborate). As a reaction SMILES: [B:1]([O-:4])([O-:3])[O-:2].[B:5]([O-:8])([O-:7])[O-:6].[B:9]([O-:12])([O-:11])[O-:10].[B:13]([O-:16])([O-:15])[O-:14].B([O-])([O-])[O-].[NH4+].[NH4+].[NH4+].[NH4+].[NH4+].[NH4+].[NH4+].[NH4+].[NH4+].[NH4+].[NH4+].[NH4+].[NH4+].[NH4+].[NH4+].B1([O-])OB2OB(OB([O-])O2)O1.O.O.O.O.O.[Na+].[Na+].[Cl-].[Ba+2:55].[Cl-]>O>[B:1]([O-:4])([O-:3])[O-:2].[B:5]([O-:8])([O-:7])[O-:6].[B:9]([O-:12])([O-:11])[O-:10].[B:13]([O-:16])([O-:15])[O-:14].[Ba+2:55].[Ba+2:55].[Ba+2:55].[Ba+2:55].[Ba+2:55].[Ba+2:55] |f:0.1.2.3.4.5.6.7.8.9.10.11.12.13.14.15.16.17.18.19,20.21.22.23.24.25.26.27,28.29.30,32.33.34.35.36.37.38.39.40.41|. Reported procedure: Following the procedure of Example 5, but substitute ammoniumpentaborate with 5.82 g (0.02 mole) borax pentahydrate and using 3.08 g (0.0126 mole) bariumchloride in a total of 33 ml boiling water (1 hr), 4.1 g bariumtetraborate was isolated. The analysis for BaB4O7.4 H2O showed a B/Ba ratio of 4.01:1. IR spectrum showed λmaxKBr 3400 (broad), 1640 (medium), 1420 (shoulder), 1340 (broad, very strong), 1000 (broad, very strong), 730 (weak), 690 (weak) cm- 1. Reactants: C1(=CC=CC=C1)C1(CCN(CC1)CC[C@]1(CNCC1)C1=CC(=C(C=C1)Cl)Cl)C(=O)O ((S)-3-(2-(4-phenyl-4-carboxypiperidin-1-yl)ethyl)-3-(3,4-dichlorophenyl)pyrrolidine), Cl (hydrochloric acid), C([O-])(O)=O.[Na+] (sodium bicarbonate), COC=1C=C(C(=O)Cl)C=C(C1OC)OC (3,4,5-trimethoxybenzoyl chloride). The solvent is O1CCCC1 (tetrahydrofuran), O (water), O1CCCC1 (tetrahydrofuran), O (water). Reaction conditions: time 2 hour. The product is COC=1C=C(C(=O)N2C[C@](CC2)(C2=CC(=C(C=C2)Cl)Cl)CCN2CCC(CC2)(C(=O)O)C2=CC=CC=C2)C=C(C1OC)OC ((R)-1-(3,4,5-Trimethoxybenzoyl)-3-(2-(4-phenyl-4-carboxypiperidin-1-yl)ethyl)-3-(3,4-dichlorophenyl)pyrrolidine). Reaction SMILES: [C:1]1([C:7]2([C:28]([OH:30])=[O:29])[CH2:12][CH2:11][N:10]([CH2:13][CH2:14][C@:15]3([C:20]4[CH:25]=[CH:24][C:23]([Cl:26])=[C:22]([Cl:27])[CH:21]=4)[CH2:19][CH2:18][NH:17][CH2:16]3)[CH2:9][CH2:8]2)[CH:6]=[CH:5][CH:4]=[CH:3][CH:2]=1.C(=O)(O)[O-].[Na+].[CH3:36][O:37][C:38]1[CH:39]=[C:40]([CH:44]=[C:45]([O:49][CH3:50])[C:46]=1[O:47][CH3:48])[C:41](Cl)=[O:42].Cl>O1CCCC1.O>[CH3:50][O:49][C:45]1[CH:44]=[C:40]([CH:39]=[C:38]([O:37][CH3:36])[C:46]=1[O:47][CH3:48])[C:41]([N:17]1[CH2:18][CH2:19][C@:15]([CH2:14][CH2:13][N:10]2[CH2:11][CH2:12][C:7]([C:1]3[CH:2]=[CH:3][CH:4]=[CH:5][CH:6]=3)([C:28]([OH:30])=[O:29])[CH2:8][CH2:9]2)([C:20]2[CH:25]=[CH:24][C:23]([Cl:26])=[C:22]([Cl:27])[CH:21]=2)[CH2:16]1)=[O:42] |f:1.2|. Procedure details: Combine (S)-3-(2-(4-phenyl-4-carboxypiperidin-1-yl)ethyl)-3-(3,4-dichlorophenyl)pyrrolidine (50 g, 112 mmol) and sodium bicarbonate (30 g) in tetrahydrofuran (1300 mL) and water (300 mL). Add portionwise over about 45 minutes, a solution of 3,4,5-trimethoxybenzoyl chloride (26 g, 112 mmol) in tetrahydrofuran (130 mL). After 2 hours, dilute with water (1000 mL). Adjust the pH to about 4 using concentrated aqueous hydrochloric acid to give a solid. Collect the solid by filtration and rinse with wa... Reactants: NC1=CC=C(C=C1)CCC(=O)O (3-(4-amino-phenyl)propionic acid), [OH-].[Na+] (NaOH), [OH-].[Na+] (NaOH), C(C)(=O)OC(C)=O (acetic anhydride), [H][H] (hydrogen). Reagents/catalysts: [Ni] (Raney nickel). Solvent: O (water), O (water). Run at temperature 0 celsius, time 35 minute. Yields the product C(C)(=O)N[C@@H]1CC[C@H](CC1)CCC(=O)O (3-(trans-4-acetylaminocyclohexyl)propionic acid). Reaction SMILES: [NH2:1][C:2]1[CH:7]=[CH:6][C:5]([CH2:8][CH2:9][C:10]([OH:12])=[O:11])=[CH:4][CH:3]=1.[OH-].[Na+].[H][H].[C:17](OC(=O)C)(=[O:19])[CH3:18]>[Ni].O>[C:17]([NH:1][C@H:2]1[CH2:3][CH2:4][C@H:5]([CH2:8][CH2:9][C:10]([OH:12])=[O:11])[CH2:6][CH2:7]1)(=[O:19])[CH3:18] |f:1.2|. Reported procedure: A mixture of 397 g of 3-(4-amino-phenyl)propionic acid, 125 g of NaOH and 160 g of Raney nickel in 5.71 of water is hydrogenated at 170° C. and 100 bar until no further hydrogen is taken up (30 hours). After filtration and washing the residue with water, 6.31 of a colourless solution are obtained as the filtrate, which is combined with a solution of 129 g of NaOH in 400 ml of water, after which 454 ml of acetic anhydride are added dropwise thereto within 35 minutes. After 5 hours the precipitate... Reactants: BrC1=CC(=C(C=C1)C=C)Cl (4-bromo-2-chloro-1-ethenylbenzene), [H][H] (hydrogen). The reagents and catalysts are C(C)(=O)[O-].[Fe+2].C(C)(=O)[O-] (iron(II) acetate), [Rh] (rhodium). Solvent: O1CCCC1 (tetrahydrofuran). The product is BrC1=CC(=C(C=C1)CC)Cl (4-Bromo-2-chloro-1-ethylbenzene). The yield is 46.5%. As a reaction SMILES: [Br:1][C:2]1[CH:7]=[CH:6][C:5]([CH:8]=[CH2:9])=[C:4]([Cl:10])[CH:3]=1.[H][H]>O1CCCC1.C([O-])(=O)C.[Fe+2].C([O-])(=O)C.[Rh]>[Br:1][C:2]1[CH:7]=[CH:6][C:5]([CH2:8][CH3:9])=[C:4]([Cl:10])[CH:3]=1 |f:3.4.5|. Procedure details: A solution of 4-bromo-2-chloro-1-ethenylbenzene (883 mg), iron(II) acetate (7 mg) and 5% rhodium-activated carbon (167 mg) in tetrahydrofuran (17 mL) was stirred at room temperature for three hours in a hydrogen atmosphere. The reaction solution was filtered through celite and the filtrate was evaporated under reduced pressure. The residue was purified by silica gel column chromatography (hexane only) to give the title compound as a colorless oil (414 mg, 46%). Reactants: CC#N, CI, CO, O=C1Cc2c(cccc2C2CCNCC2)N1. Yields the product CN1CCC(c2cccc3c2CC(=O)N3)CC1. Reaction SMILES: [CH3:19][C:20]#[N:21].[CH3:1][I:2].[CH3:22][OH:23].[NH:3]1[CH2:4][CH2:5][CH:6]([c:9]2[c:10]3[c:14]([cH:15][cH:16][cH:17]2)[NH:13][C:12](=[O:18])[CH2:11]3)[CH2:7][CH2:8]1>>[CH3:1][N:3]1[CH2:4][CH2:5][CH:6]([c:9]2[c:10]3[c:14]([cH:15][cH:16][cH:17]2)[NH:13][C:12](=[O:18])[CH2:11]3)[CH2:7][CH2:8]1.